Dataset: the Open Reaction Database (ORD), a public repository of structured organic reaction records. Task: describe an organic reaction: reactants, conditions, products, and yield Reactants: [OH-].[Na+] (sodium hydroxide), Cl (HCl), ClC(CC1C2(CCC2)CC(O1)=O)(Cl)Cl (5-(2',2',2'-trichloroethyl)-6-oxaspiro(3.4)-octan-7-one), CC[O-].[Na+] (sodium ethylate). Run in C(C)O (ethanol). Run at temperature 95 celsius, time 30 minute. The product is ClC(=CC1C(C12CCC2)C(=O)O)Cl (2-(2',2'-dichlorovinyl)spiro(2.3)hexane-1-carboxylic acid). Reaction SMILES: Cl.Cl[C:3]([Cl:15])([Cl:14])[CH2:4][CH:5]1[O:12][C:11](=[O:13])[CH2:10][C:6]21[CH2:9][CH2:8][CH2:7]2.CC[O-].[Na+].[OH-].[Na+]>C(O)C>[Cl:15][C:3]([Cl:14])=[CH:4][CH:5]1[C:6]2([CH2:7][CH2:8][CH2:9]2)[CH:10]1[C:11]([OH:12])=[O:13] |f:2.3,4.5|. Reported procedure: Dry HCl is introduced into 2.57 g (0.01 mol) of the 5-(2',2',2'-trichloroethyl)-6-oxaspiro(3.4)-octan-7-one, produced according to Example 11, in 30 ml of absolute ethanol. After the reaction has subsided (temperature rise up to 55° C.), the reaction mixture is concentrated by evaporation; it is then taken up in absolute ethanol, and 0.011 mol of sodium ethylate (produced from 0.27 g of sodium in ethanol) is added. After a stirring period of 30 minutes, the mixture is concentrated by evaporation...